describe an organic reaction: reactants, conditions, products, and yield From a dataset of the Open Reaction Database (ORD), a public repository of structured organic reaction records. Reactants: S(=O)(=O)(C)C=1N(C=CN1)CC(=O)O ((2-mesyl-imidazol-1-yl)-acetic acid), P(Cl)(Cl)(Cl)(Cl)Cl (Phosphorus pentachloride), CN(C=O)C (Dimethylformamide). Solvent: C(Cl)Cl (methylene chloride), C(Cl)Cl (methylene chloride). Conditions: temperature 10 celsius. Product: S(=O)(=O)(C)C=1N(C=CN1)CC(=O)Cl ((2-mesyl-imidazol- 1 -yl)-acetyl chloride). Yield: 92.5%. As a reaction SMILES: P(Cl)(Cl)(Cl)(Cl)[Cl:2].[S:7]([C:11]1[N:12]([CH2:16][C:17]([OH:19])=O)[CH:13]=[CH:14][N:15]=1)([CH3:10])(=[O:9])=[O:8].CN(C)C=O>C(Cl)Cl>[S:7]([C:11]1[N:12]([CH2:16][C:17]([Cl:2])=[O:19])[CH:13]=[CH:14][N:15]=1)([CH3:10])(=[O:9])=[O:8]. Reported procedure: Phosphorus pentachloride (22.5 g.) dissolved in methylene chloride (150 cc.) is added dropwise and whilst cooling to 5° C., to a suspension of (2-mesyl-imidazol-1-yl)-acetic acid (12.3 g.) in methylene chloride (50 cc.). Dimethylformamide (2 cc.) is added thereafter and the mixture is then heated under reflux for 4 hours. The mixture is cooled to 10° C., the resulting solid is filtered off and washed with methylene chloride (15 ac.) to give (2-mesyl-imidazol- 1 -yl)-acetyl chloride (12.4 g.), m....